Dataset: the Open Reaction Database (ORD), a public repository of structured organic reaction records. Task: describe an organic reaction: reactants, conditions, products, and yield Starting materials: OS(=O)(=O)O (H2SO4), [H-].[Na+] (NaH), ClC1=CC=C(C(=O)N(C)OC)C=C1 (4-chloro-N-methoxy-N-methylbenzamide), C(CC(=O)C)(=O)OCC (ethyl acetoacetate), C(C)(C)NC(C)C.[Li] (lithium diisopropylamine). Solvent: C1CCOC1 (THF), C1CCOC1 (THF). Yields the product ClC1=CC=C(C=C1)C1=CC(=CC(O1)=O)O (6-(4-Chlorophenyl)-4-hydroxy-2H-pyran-2-one). Isolated yield 31.0%. As a reaction SMILES: [H-].[Na+].[C:3]([O:9][CH2:10][CH3:11])(=[O:8])[CH2:4][C:5]([CH3:7])=[O:6].C(NC(C)C)(C)C.[Li].[Cl:20][C:21]1[CH:32]=[CH:31]C(C(N(OC)C)=O)=[CH:23][CH:22]=1.OS(O)(=O)=O>C1COCC1>[Cl:20][C:21]1[CH:32]=[CH:31][C:11]([C:10]2[O:9][C:3](=[O:8])[CH:4]=[C:5]([OH:6])[CH:7]=2)=[CH:23][CH:22]=1 |f:0.1,3.4,^1:18|. Reported procedure: The title compound (1.56 g, m.p. 247-249° C.) was prepared in a similar manner as that demonstrated in the preparation of Example N using the following: 60% NaH (0.904 g, 22.6 mmol), THF (50 mL), ethyl acetoacetate (3.00 g, 22.6 mmol), lithium diisopropylamine in THF (39.8 mL, 24 mmol), 4-chloro-N-methoxy-N-methylbenzamide (3.73 g, 22.6 mmol), 90% H2SO4 (20 mL). H NMR (300 MHz, DMSO-d6) δ11.950 (bs, 1 H), 7.878 (d, 1 H, J=9 Hz), 7.584 (d, 1 H, J=9 Hz), 6.812 (d, 1 H, J=2 Hz), 5.409 (d, 1 H, J=2 ... The reactants are NN1C(C2=CC=CC=C2C(=N1)N1CCOCC1)=O (2-amino-4-morpholinophthalazin-1(2H)-one), FC(C=1C=C(C=CC1)CC(=O)O)(F)F (2-[3-(trifluoromethyl)phenyl]acetic acid). The product is N1(CCOCC1)C1=NN(C(C2=CC=CC=C12)=O)NC(CC1=CC(=CC=C1)C(F)(F)F)=O (N-[4-(morpholin-4-yl)-1-oxophthalazin-2(1H)-yl]-2-[3-(trifluoromethyl)phenyl]acetamide). Reaction SMILES: [NH2:1][N:2]1[N:11]=[C:10]([N:12]2[CH2:17][CH2:16][O:15][CH2:14][CH2:13]2)[C:9]2[C:4](=[CH:5][CH:6]=[CH:7][CH:8]=2)[C:3]1=[O:18].[F:19][C:20]([F:32])([F:31])[C:21]1[CH:22]=[C:23]([CH2:27][C:28](O)=[O:29])[CH:24]=[CH:25][CH:26]=1>>[N:12]1([C:10]2[C:9]3[C:4](=[CH:5][CH:6]=[CH:7][CH:8]=3)[C:3](=[O:18])[N:2]([NH:1][C:28](=[O:29])[CH2:27][C:23]3[CH:24]=[CH:25][CH:26]=[C:21]([C:20]([F:31])([F:19])[F:32])[CH:22]=3)[N:11]=2)[CH2:17][CH2:16][O:15][CH2:14][CH2:13]1. Procedure details: The product of Example 1B and 2-[3-(trifluoromethyl)phenyl]acetic acid were treated using a method similar to that described in Example 111 to give the title compound. 1H NMR (500 MHz, DMSO-d6/Deuterium Oxide) δ ppm 8.31 (dd, J=7.9, 1.3 Hz, 1H), 7.97-8.05 (m, 2H), 12.84-3.14 (m, 4H), 7.91 (td, J=7.5, 1.3 Hz, 1H), 7.75-7.76 (bs, 1H), 7.60-7.70 (m, 3H), 3.80-3.86 (m, 6H); MS (ESI+) M/Z 433 (M+H)+. Starting materials: stannous chloride, CO[C@H]1[C@H](OCC2=C(C=C(C=C2)Cl)Cl)[C@H](OCC2=C(C=C(C=C2)Cl)Cl)[C@H](O1)COCC1=C(C=C(C=C1)Cl)Cl (1-O-methyl-2,3,5-tris-O-(2,4-dichlorobenzyl)-β-D-ribofuranose), stannous chloride. The solvent is C(Cl)Cl (methylene chloride), C(Cl)Cl (methylene chloride). Conditions: temperature 3 celsius, time 8 hour. Product: CO[C@H]1[C@H](O)[C@H](OCC2=C(C=C(C=C2)Cl)Cl)[C@H](O1)COCC1=C(C=C(C=C1)Cl)Cl (1-O-methyl-3,5-bis-O-(2,4-dichlorobenzyl)-β-D-ribofuranose). As a reaction SMILES: [CH3:1][O:2][C@@H:3]1[O:27][C@H:26]([CH2:28][O:29][CH2:30][C:31]2[CH:36]=[CH:35][C:34]([Cl:37])=[CH:33][C:32]=2[Cl:38])[C@@H:15]([O:16][CH2:17][C:18]2[CH:23]=[CH:22][C:21]([Cl:24])=[CH:20][C:19]=2[Cl:25])[C@H:4]1[O:5]CC1C=CC(Cl)=CC=1Cl>C(Cl)Cl>[CH3:1][O:2][C@@H:3]1[O:27][C@H:26]([CH2:28][O:29][CH2:30][C:31]2[CH:36]=[CH:35][C:34]([Cl:37])=[CH:33][C:32]=2[Cl:38])[C@@H:15]([O:16][CH2:17][C:18]2[CH:23]=[CH:22][C:21]([Cl:24])=[CH:20][C:19]=2[Cl:25])[C@H:4]1[OH:5]. Procedure details: To a solution of the product of Step 1 (171.60 g, 0.2676 mol) in 1.8 L of methylene chloride that was cooled to 0° C., was added dropwise a solution of stannous chloride (31.522 mL, 0.2676 mol) in 134 mL of methylene chloride while stirring. After maintaining the solution at about 3° C. for approximately 27 hours, another 5.031 mL of stannous chloride (SnCl4) (0.04282 mol) was added and the solution was kept at about 3° C. overnight. After a total reaction time of approximately 43 hours, the rea... Product: C(#N)N=C1N(CCN1)[C@H]1[C@@H](C(OC2=C1C=C(C=C2)C#N)(C)C)O (trans-4-(2-cyanoiminoimidazolidin-1-yl)-3,4-dihydro-3-hydroxy-2,2-dimethyl-2H-1-benzopyran-6-carbonitrile). Run in CS(=O)C (dimethyl sulfoxide). Run at time 0.5 hour. Procedure: To a suspension of 2-cyanoiminoimidazolidine (0.42 g) in dimethyl sulfoxide (12.5 ml) was added 60% sodium hydride (0.15 g) under water-cooling and the mixture was stirred at room temperature for 0.5 hours. 3,4-Epoxy-3,4-dihydro-2,2-dimethyl-2H-1-benzopyran-6-carbonitrile (0.50 g) was added portionwise thereto. After being stirred at room temperature overnight, the mixture was poured into ice-brine (50 ml) and extracted with ethyl acetate (50 ml). The extract was washed with brine, dried over an... Reactants: ice brine, C(#N)N=C1NCCN1 (2-cyanoiminoimidazolidine), O1C2C(OC3=C(C21)C=C(C=C3)C#N)(C)C (3,4-Epoxy-3,4-dihydro-2,2-dimethyl-2H-1-benzopyran-6-carbonitrile), [H-].[Na+] (sodium hydride). As a reaction SMILES: [C:1]([N:3]=[C:4]1[NH:8][CH2:7][CH2:6][NH:5]1)#[N:2].[H-].[Na+].[O:11]1[CH:17]2[CH:12]1[C:13]([CH3:25])([CH3:24])[O:14][C:15]1[CH:21]=[CH:20][C:19]([C:22]#[N:23])=[CH:18][C:16]=12>CS(C)=O>[C:1]([N:3]=[C:4]1[NH:8][CH2:7][CH2:6][N:5]1[C@@H:17]1[C:16]2[CH:18]=[C:19]([C:22]#[N:23])[CH:20]=[CH:21][C:15]=2[O:14][C:13]([CH3:24])([CH3:25])[C@H:12]1[OH:11])#[N:2] |f:1.2|. The reactants are CC(C)C(O)(c1ccc2cc(Br)ccc2c1)c1cn(C(c2ccccc2)(c2ccccc2)c2ccccc2)cn1, [Li]CCCC, C1CCOC1, CON(C)C(C)=O, CCCCCC, O. The product is CC(=O)c1ccc2cc(C(O)(c3cn(C(c4ccccc4)(c4ccccc4)c4ccccc4)cn3)C(C)C)ccc2c1. Reaction SMILES: [Br:1][c:2]1[cH:3][c:4]2[cH:5][cH:6][c:7]([C:12]([CH:13]([CH3:14])[CH3:15])([OH:16])[c:17]3[n:18][cH:19][n:20]([C:22]([c:23]4[cH:24][cH:25][cH:26][cH:27][cH:28]4)([c:29]4[cH:30][cH:31][cH:32][cH:33][cH:34]4)[c:35]4[cH:36][cH:37][cH:38][cH:39][cH:40]4)[cH:21]3)[cH:8][c:9]2[cH:10][cH:11]1.[CH2:41]([Li:42])[CH2:43][CH2:44][CH3:45].[CH2:54]1[O:55][CH2:56][CH2:57][CH2:58]1.[CH3:46][N:47]([C:48]([CH3:49])=[O:50])[O:51][CH3:52].[CH3:59][CH2:60][CH2:61][CH2:62][CH2:63][CH3:64].[OH2:53]>>[c:2]1([C:48]([CH3:49])=[O:50])[cH:3][c:4]2[cH:5][cH:6][c:7]([C:12]([CH:13]([CH3:14])[CH3:15])([OH:16])[c:17]3[n:18][cH:19][n:20]([C:22]([c:23]4[cH:24][cH:25][cH:26][cH:27][cH:28]4)([c:29]4[cH:30][cH:31][cH:32][cH:33][cH:34]4)[c:35]4[cH:36][cH:37][cH:38][cH:39][cH:40]4)[cH:21]3)[cH:8][c:9]2[cH:10][cH:11]1.